From a dataset of the Open Reaction Database (ORD), a public repository of structured organic reaction records. describe an organic reaction: reactants, conditions, products, and yield RXN SMILES: [CH2:13]([CH2:14][CH3:15])[c:16]1[cH:17][cH:18][c:19]([S:22](=[O:23])(=[O:24])[Cl:25])[cH:20][cH:21]1.[CH3:26][S:27]([CH3:28])=[O:29].[NH2:1][c:2]1[s:3][c:4]([C:8](=[O:9])[O:10][CH2:11][CH3:12])[c:5]([CH3:7])[n:6]1>>[NH:1]([c:2]1[s:3][c:4]([C:8](=[O:9])[O:10][CH2:11][CH3:12])[c:5]([CH3:7])[n:6]1)[S:22]([c:19]1[cH:18][cH:17][c:16]([CH2:13][CH2:14][CH3:15])[cH:21][cH:20]1)(=[O:23])=[O:24]. Starting materials: CCCc1ccc(S(=O)(=O)Cl)cc1, CS(C)=O, CCOC(=O)c1sc(N)nc1C. Yields the product CCCc1ccc(S(=O)(=O)Nc2nc(C)c(C(=O)OCC)s2)cc1. Procedure details: (E)-4-Bromo-N-propylbut-2-enamide (Elliott, M.; Farnham, A. W.; Janes, N. F.; Johnson, D. M.; Pulman, D. A. Pesticide Science 1987 18(4) 229) (0.14 g, 0.70 mmol), 2-hydroxy-6-nitrobenzonitrile (0.14 g, 0.88 mmol), potassium carbonate (0.39 g, 2.81 mmol), and 18-crown-6 (0.11 g, 0.42 mmol) were refluxed in acetone (6 mL) for 2 h, and then poured into ice water (45 mL). The resultant precipitate was collected by filtration to give 0.16 g (79%) of the title compound as an off white solid. 1H NMR (4... Yield: 79.0%. Reactants: BrC/C=C/C(=O)NCCC ((E)-4-Bromo-N-propylbut-2-enamide), ice water, OC1=C(C#N)C(=CC=C1)[N+](=O)[O-] (2-hydroxy-6-nitrobenzonitrile), C([O-])([O-])=O.[K+].[K+] (potassium carbonate), C1COCCOCCOCCOCCOCCO1 (18-crown-6). The solvent is CC(=O)C (acetone). Product: C(#N)C1=C(OC/C=C/C(=O)NCCC)C=CC=C1[N+](=O)[O-] ((E)-4-(2-Cyano-3-nitrophenoxy)-N-propylbut-2-enamide). As a reaction SMILES: Br[CH2:2]/[CH:3]=[CH:4]/[C:5]([NH:7][CH2:8][CH2:9][CH3:10])=[O:6].[OH:11][C:12]1[CH:19]=[CH:18][CH:17]=[C:16]([N+:20]([O-:22])=[O:21])[C:13]=1[C:14]#[N:15].C(=O)([O-])[O-].[K+].[K+].C1OCCOCCOCCOCCOCCOC1>CC(C)=O>[C:14]([C:13]1[C:16]([N+:20]([O-:22])=[O:21])=[CH:17][CH:18]=[CH:19][C:12]=1[O:11][CH2:2]/[CH:3]=[CH:4]/[C:5]([NH:7][CH2:8][CH2:9][CH3:10])=[O:6])#[N:15] |f:2.3.4|.